This data is from the Open Reaction Database (ORD), a public repository of structured organic reaction records. The task is: describe an organic reaction: reactants, conditions, products, and yield The reactants are Br, CC(=O)c1ccc2c(c1)CC(CNS(=O)(=O)c1ccc(Cl)cc1)C2, Cl, [Na+], [Na+], [Na+], C1COCCO1, [OH-], O, O=S([O-])([O-])=S. Product: O=C(O)c1ccc2c(c1)CC(CNS(=O)(=O)c1ccc(Cl)cc1)C2. RXN SMILES: [Br:3].[C:10]([CH3:11])(=[O:12])[c:13]1[cH:14][c:15]2[c:19]([cH:20][cH:21]1)[CH2:18][CH:17]([CH2:22][NH:23][S:24](=[O:25])(=[O:26])[c:27]1[cH:28][cH:29][c:30]([Cl:33])[cH:31][cH:32]1)[CH2:16]2.[ClH:41].[Na+:2].[Na+:39].[Na+:40].[O:4]1[CH2:5][CH2:6][O:7][CH2:8][CH2:9]1.[OH-:1].[OH2:42].[S:34]([O-:35])([O-:36])(=[O:37])=[S:38]>>[O:4]=[C:10]([OH:12])[c:13]1[cH:14][c:15]2[c:19]([cH:20][cH:21]1)[CH2:18][CH:17]([CH2:22][NH:23][S:24](=[O:25])(=[O:26])[c:27]1[cH:28][cH:29][c:30]([Cl:33])[cH:31][cH:32]1)[CH2:16]2.